From a dataset of the Open Reaction Database (ORD), a public repository of structured organic reaction records. describe an organic reaction: reactants, conditions, products, and yield Starting materials: O1C(=NC2=C1C=CC=C2)C2=C(C(=O)O)C=CC=N2 (2-(benzo[d]oxazol-2-yl)nicotinic acid), NC(C(C(=O)N)O)CC1=CC=CC=C1 (3-amino-2-hydroxy-4-phenylbutanamide), CCN(C(C)C)C(C)C (DIPEA). The product is NC(C(C(CC1=CC=CC=C1)NC(C1=C(N=CC=C1)C=1OC2=C(N1)C=CC=C2)=O)O)=O (N-(4-amino-3-hydroxy-4-oxo-1-phenylbutan-2-yl)-2-(benzo[d]oxazol-2-yl)nicotinamide). Isolated yield 85.9%. RXN SMILES: [O:1]1[C:5]2[CH:6]=[CH:7][CH:8]=[CH:9][C:4]=2[N:3]=[C:2]1[C:10]1[N:18]=[CH:17][CH:16]=[CH:15][C:11]=1[C:12]([OH:14])=O.[NH2:19][CH:20]([CH2:26][C:27]1[CH:32]=[CH:31][CH:30]=[CH:29][CH:28]=1)[CH:21]([OH:25])[C:22]([NH2:24])=[O:23].CCN(C(C)C)C(C)C>>[NH2:24][C:22](=[O:23])[CH:21]([OH:25])[CH:20]([NH:19][C:12](=[O:14])[C:11]1[CH:15]=[CH:16][CH:17]=[N:18][C:10]=1[C:2]1[O:1][C:5]2[CH:6]=[CH:7][CH:8]=[CH:9][C:4]=2[N:3]=1)[CH2:26][C:27]1[CH:28]=[CH:29][CH:30]=[CH:31][CH:32]=1. Reported procedure: Coupling of 2-(benzo[d]oxazol-2-yl)nicotinic acid (190 mg, 0.791 mmol) and 3-amino-2-hydroxy-4-phenylbutanamide (169 mg, 0.780 mmol) was performed by analogy to the method described for example 1.2 using DIPEA instead of triethylamine. The reaction yielded 279 mg of the title compound; ESI-MS [M+H+]=417.1. The reactants are O=C([O-])[O-], CC(C)=O, Fc1ccc(Cn2c(NC3CCN(CCCl)CC3)nc3ccccc32)cc1, Cl, Cl, [K+], [K+], Sc1ncccn1. Yields the product Fc1ccc(Cn2c(NC3CCN(CCSc4ncccn4)CC3)nc3ccccc32)cc1. As a reaction SMILES: [C:37](=[O:38])([O-:39])[O-:40].[CH3:43][C:44](=[O:45])[CH3:46].[Cl:10][CH2:11][CH2:12][N:13]1[CH2:14][CH2:15][CH:16]([NH:19][c:20]2[n:21][c:22]3[c:23]([n:24]2[CH2:25][c:26]2[cH:27][cH:28][c:29]([F:32])[cH:30][cH:31]2)[cH:33][cH:34][cH:35][cH:36]3)[CH2:17][CH2:18]1.[ClH:8].[ClH:9].[K+:41].[K+:42].[n:1]1[c:2]([SH:7])[n:3][cH:4][cH:5][cH:6]1>>[n:1]1[c:2]([S:7][CH2:11][CH2:12][N:13]2[CH2:14][CH2:15][CH:16]([NH:19][c:20]3[n:21][c:22]4[c:23]([n:24]3[CH2:25][c:26]3[cH:27][cH:28][c:29]([F:32])[cH:30][cH:31]3)[cH:33][cH:34][cH:35][cH:36]4)[CH2:17][CH2:18]2)[n:3][cH:4][cH:5][cH:6]1. Starting materials: N1=CC=C(C=C1)C(=O)N1C2=C(NC(C3=C1C=CC=C3)=O)C=CC=N2 (5,11-dihydro-11-[(4-pyridinyl)-carbonyl]-6H-pyrido[2,3-b][1,4]benzodiazepin-6-one), CO (methanol), [BH4-].[Na+] (sodium borohydride), ice. Yields the product CN1CC=C(CC1)C(=O)N1C2=C(NC(C3=C1C=CC=C3)=O)C=CC=N2 (5,11-Dihydro-11-[(1-methyl-1,2,5,6-tetrahydro-4-pyridinyl)carbonyl]-6H-pyrido[2,3-b][1,4]benzodiazepin-6-one). Reaction SMILES: [N:1]1[CH:6]=[CH:5][C:4]([C:7]([N:9]2[C:15]3[CH:16]=[CH:17][CH:18]=[CH:19][C:14]=3[C:13](=[O:20])[NH:12][C:11]3[CH:21]=[CH:22][CH:23]=[N:24][C:10]2=3)=[O:8])=[CH:3][CH:2]=1.[BH4-].[Na+].[CH3:27]O>>[CH3:27][N:1]1[CH2:6][CH2:5][C:4]([C:7]([N:9]2[C:15]3[CH:16]=[CH:17][CH:18]=[CH:19][C:14]=3[C:13](=[O:20])[NH:12][C:11]3[CH:21]=[CH:22][CH:23]=[N:24][C:10]2=3)=[O:8])=[CH:3][CH2:2]1 |f:1.2|. Procedure: A quantity of 2.3 gm (0.005 mol) of 5,11-dihydro-11-[(4-pyridinyl)-carbonyl]-6H-pyrido[2,3-b][1,4]benzodiazepin-6-one methoiodide was suspended in 200 ml of methanol, and at 0° C. 0.25 gm (0.006 mol) of sodium borohydride were added thereto in portions. The resulting mixture was stirred for a further hour in an ice bath. Then, the mixture was stirred into 1 liter of ice-cold water and extracted exhaustively with methylene chloride. The combined extracts were washed with water, dried over sodium ...